Dataset: the Open Reaction Database (ORD), a public repository of structured organic reaction records. Task: describe an organic reaction: reactants, conditions, products, and yield Starting materials: C1CCNCC1, CN(C)C(=O)c1ccc2c(c1)CC(=O)N2, CCO, O=Cc1[nH]cc2c1CCNC2=O. The product is CN(C)C(=O)c1ccc2c(c1)C(=Cc1[nH]cc3c1CCNC3=O)C(=O)N2. As a reaction SMILES: [CH2:28]1[CH2:29][CH2:30][NH:31][CH2:32][CH2:33]1.[CH3:1][N:2]([C:3](=[O:4])[c:5]1[cH:6][c:7]2[c:11]([cH:12][cH:13]1)[NH:10][C:9](=[O:14])[CH2:8]2)[CH3:15].[CH3:34][CH2:35][OH:36].[O:16]=[C:17]1[NH:18][CH2:19][CH2:20][c:21]2[c:22]1[cH:23][nH:24][c:25]2[CH:26]=[O:27]>>[CH3:1][N:2]([C:3](=[O:4])[c:5]1[cH:6][c:7]2[c:11]([cH:12][cH:13]1)[NH:10][C:9](=[O:14])[C:8]2=[CH:26][c:25]1[c:21]2[c:22]([cH:23][nH:24]1)[C:17](=[O:16])[NH:18][CH2:19][CH2:20]2)[CH3:15]. The reactants are COC1=CC(=NC=C1)C=O (4-methoxypyridine-2-carbaldehyde), COC(C(C)C)O[Si](C)(C)C (1-methoxy-2-methyl-1-trimethylsilyloxypropane). Reagents/catalysts: FC(S(=O)(=O)[O-])(F)F.[Sc+3].FC(S(=O)(=O)[O-])(F)F.FC(S(=O)(=O)[O-])(F)F (scandium trifluoromethanesulfonate). Solvent: ClCCl (dichloromethane). Reaction conditions: time 18 hour. The product is COC(C(C(C1=NC=CC(=C1)OC)O)(C)C)=O (3-Hydroxy-3-(4-methoxypyridin-2-yl)-2,2-dimethyl-propionic acid methyl ester). As a reaction SMILES: [CH3:1][O:2][C:3]1[CH:8]=[CH:7][N:6]=[C:5]([CH:9]=[O:10])[CH:4]=1.[CH3:11][O:12][CH:13]([O:17][Si](C)(C)C)[CH:14]([CH3:16])[CH3:15]>ClCCl.FC(F)(F)S([O-])(=O)=O.[Sc+3].FC(F)(F)S([O-])(=O)=O.FC(F)(F)S([O-])(=O)=O>[CH3:11][O:12][C:13](=[O:17])[C:14]([CH3:16])([CH3:15])[CH:9]([OH:10])[C:5]1[CH:4]=[C:3]([O:2][CH3:1])[CH:8]=[CH:7][N:6]=1 |f:3.4.5.6|. Procedure details: A solution of 0.58 g of 4-methoxypyridine-2-carbaldehyde (Ashimori et al., Chem. Pharm. Bull. 38, 2446-2458 (1990)) and 21 mg of scandium trifluoromethanesulfonate in 14 ml of dichloromethane is treated dropwise with 0.9 ml of 1-methoxy-2-methyl-1-trimethylsilyloxypropane under ice-cooling. After 10 min the cooling bath is removed and the mixture is stirred for 18 h. Thereafter, 12 ml of methanol and 12 ml of aqueous hydrochloric acid (3 M) are added and stirring is continued for further 14 h. T... The reactants are C[Si](CCCCCCCCCCCCCCNC1=CC=C(C(=O)O)C=C1)(C)C (4-[14-(trimethylsilyl)tetradecylamino]benzoic acid), [OH-].[Na+] (sodium hydroxide). The solvent is C(C)O (ethanol). Yields the product C[Si](CCCCCCCCCCCCCCNC1=CC=C(C(=O)[O-])C=C1)(C)C.[Na+] (Sodium 4-[14-(trimethylsilyl)tetradecylamino]benzoate). RXN SMILES: [CH3:1][Si:2]([CH3:28])([CH3:27])[CH2:3][CH2:4][CH2:5][CH2:6][CH2:7][CH2:8][CH2:9][CH2:10][CH2:11][CH2:12][CH2:13][CH2:14][CH2:15][CH2:16][NH:17][C:18]1[CH:26]=[CH:25][C:21]([C:22]([OH:24])=[O:23])=[CH:20][CH:19]=1.[OH-].[Na+:30]>C(O)C>[CH3:28][Si:2]([CH3:1])([CH3:27])[CH2:3][CH2:4][CH2:5][CH2:6][CH2:7][CH2:8][CH2:9][CH2:10][CH2:11][CH2:12][CH2:13][CH2:14][CH2:15][CH2:16][NH:17][C:18]1[CH:19]=[CH:20][C:21]([C:22]([O-:24])=[O:23])=[CH:25][CH:26]=1.[Na+:30] |f:1.2,4.5|. Procedure details: To a stirred, hot solution of 4.5 g. 4-[14-(trimethylsilyl)tetradecylamino]benzoic acid in 150 ml. absolute ethanol was added 2.2 ml. 10N sodium hydroxide. The solution was cooled and the precipitate was filtered off and dried to yield a light yellow solid, m.p. 350°-355° C. dec. Reactants: C12C(C3CC(CC(C1)C3)C2)C#N (adamantane-2-carbonitrile), C(C)(C)[N-]C(C)C.[Li+] (lithium diisopropylamide), ClC(=O)OC (methyl chloroformate). The solvent is O1CCCC1 (tetrahydrofuran). Conditions: time 30 minute. Yields the product C(#N)C1(C2CC3CC(CC1C3)C2)C(=O)OC (methyl 2-cyanoadamantane-2-carboxylate). Yield: 59.9%. Reaction SMILES: [CH:1]12[CH2:10][CH:5]3[CH2:6][CH:7]([CH2:9][CH:3]([CH2:4]3)[CH:2]1[C:11]#[N:12])[CH2:8]2.C([N-]C(C)C)(C)C.[Li+].Cl[C:22]([O:24][CH3:25])=[O:23]>O1CCCC1>[C:11]([C:2]1([C:22]([O:24][CH3:25])=[O:23])[CH:3]2[CH2:9][CH:7]3[CH2:6][CH:5]([CH2:10][CH:1]1[CH2:8]3)[CH2:4]2)#[N:12] |f:1.2|. Reported procedure: To a solution of adamantane-2-carbonitrile (1.17 g, 7.23 mmol) in anhydrous tetrahydrofuran (75 mL) was added lithium diisopropylamide (2.0 M solution in tetrahydrofuran, ethylbenzene and heptanes, 5.4 mL, 11.00 mmol)-78° C. The reaction mixture was stirred under a nitrogen atmosphere for 30 minutes, and then methyl chloroformate (0.83 mL, 11.00 mmol) was added. After 1.5 hour, the reaction was warmed to ambient temperature and quenched by addition of 1 M hydrochloric acid (150 mL). The mixture ... The reactants are [H-].C(C(C)C)[Al+]CC(C)C (Diisobutylaluminum hydride), solution, C(C)OC(C(C(=O)OCC)CC(C)C)=O (2-isobutyl-malonic acid diethyl ester), FC1=CC=C(CN)C=C1 (4-fluorobenzylamine), C(#N)[BH3-].[Na+] (sodium cyanoborohydride). Run in C(C)O (ethanol), C1(=CC=CC=C1)C (toluene), ClCCl (dichloromethane), C(C)(=O)O (acetic acid). Run at temperature 25 celsius, time 4 hour. The product is C(C)OC(C(CC(C)C)CNCC1=CC=C(C=C1)F)=O (rac-2-[(4-fluoro-benzylamino)-methyl]-4-methyl-pentanoic acid ethyl ester). The yield is 27.7%. RXN SMILES: [H-].C([Al+]CC(C)C)C(C)C.C(O[C:14](=O)[CH:15]([CH2:21][CH:22]([CH3:24])[CH3:23])[C:16]([O:18][CH2:19][CH3:20])=[O:17])C.[F:26][C:27]1[CH:34]=[CH:33][C:30]([CH2:31][NH2:32])=[CH:29][CH:28]=1.C([BH3-])#N.[Na+]>C1(C)C=CC=CC=1.ClCCl.C(O)C.C(O)(=O)C>[CH2:19]([O:18][C:16](=[O:17])[CH:15]([CH2:14][NH:32][CH2:31][C:30]1[CH:33]=[CH:34][C:27]([F:26])=[CH:28][CH:29]=1)[CH2:21][CH:22]([CH3:23])[CH3:24])[CH3:20] |f:0.1,4.5|. Procedure details: Diisobutylaluminum hydride (35.2 mL of a 1.0 M solution in toluene, 35.2 mmol) was added over 5 min to a solution of 2-isobutyl-malonic acid diethyl ester (3.81 g, 17.6 mmol) in dichloromethane (33 mL) at −78° C. The reaction mixture was stirred at that temperature for 4 h, and then was quenched with saturated aqueous ammonium chloride (35 mL). The cold bath was removed, 1.0 M aqueous hydrochloric acid solution (90 mL) and DL-tartaric acid (4.25 g) were added sequentially, and the mixture was al...